This data is from the Open Reaction Database (ORD), a public repository of structured organic reaction records. The task is: describe an organic reaction: reactants, conditions, products, and yield The reactants are CCN(C(C)C)C(C)C, ClCCl, Cl, Cl, O=S(=O)(OS(=O)(=O)C(F)(F)F)C(F)(F)F, Cc1nc2ccccc2n1C1CC2CCC(C1)N2CCC1(c2cccc(F)c2)CCNCC1, CC(O)C(=O)OCc1ccccc1, Cc1cccc(C)n1. Product: Cc1nc2ccccc2n1C1CC2CCC(C1)N2CCC1(c2cccc(F)c2)CCN(C(C)C(=O)OCc2ccccc2)CC1. Reaction SMILES: [CH:37]([N:38]([CH:39]([CH3:40])[CH3:41])[CH2:42][CH3:43])([CH3:44])[CH3:45].[Cl:81][CH2:82][Cl:83].[ClH:46].[ClH:47].[F:14][C:15]([S:16]([O:17][S:18]([C:19]([F:20])([F:21])[F:22])(=[O:23])=[O:24])(=[O:25])=[O:26])([F:27])[F:28].[F:48][c:49]1[cH:50][c:51]([C:55]2([CH2:61][CH2:62][N:63]3[CH:64]4[CH2:65][CH:66]([n:71]5[c:72]([CH3:80])[n:73][c:74]6[c:75]5[cH:76][cH:77][cH:78][cH:79]6)[CH2:67][CH:68]3[CH2:69][CH2:70]4)[CH2:56][CH2:57][NH:58][CH2:59][CH2:60]2)[cH:52][cH:53][cH:54]1.[OH:1][CH:2]([C:3](=[O:4])[O:5][CH2:6][c:7]1[cH:8][cH:9][cH:10][cH:11][cH:12]1)[CH3:13].[n:29]1[c:30]([CH3:31])[cH:32][cH:33][cH:34][c:35]1[CH3:36]>>[CH:2]([C:3](=[O:4])[O:5][CH2:6][c:7]1[cH:8][cH:9][cH:10][cH:11][cH:12]1)([CH3:13])[N:58]1[CH2:57][CH2:56][C:55]([c:51]2[cH:50][c:49]([F:48])[cH:54][cH:53][cH:52]2)([CH2:61][CH2:62][N:63]2[CH:64]3[CH2:65][CH:66]([n:71]4[c:72]([CH3:80])[n:73][c:74]5[c:75]4[cH:76][cH:77][cH:78][cH:79]5)[CH2:67][CH:68]2[CH2:69][CH2:70]3)[CH2:60][CH2:59]1.